The task is: describe an organic reaction: reactants, conditions, products, and yield. This data is from the Open Reaction Database (ORD), a public repository of structured organic reaction records. Reactants: NC(CO)C1=CC=C(C=C1)C(F)(F)F (2-amino-2-(4-(trifluoromethyl)phenyl)ethanol), N(=C=S)C1=CC=C(C=C1)C1=NN(C=N1)C1=CC=C(C=C1)OC(F)(F)F (3-(4-isothiocyanato-phenyl)-1-(4-trifluoromethoxy-phenyl)-1H-1,2,4-triazole). Yields the product OCC(C1=CC=C(C=C1)C(F)(F)F)NC(=S)NC1=CC=C(C=C1)C1=NN(C=N1)C1=CC=C(C=C1)OC(F)(F)F (1-(2-Hydroxy-1-(4-(trifluoromethyl)phenyl)ethyl)-3-(4-(1-(4-(trifluoromethoxy)phenyl)-1H-1,2,4-triazol-3-yl)phenyl)thiourea), solid. Isolated yield 53.0%. RXN SMILES: [NH2:1][CH:2]([C:5]1[CH:10]=[CH:9][C:8]([C:11]([F:14])([F:13])[F:12])=[CH:7][CH:6]=1)[CH2:3][OH:4].[N:15]([C:18]1[CH:23]=[CH:22][C:21]([C:24]2[N:28]=[CH:27][N:26]([C:29]3[CH:34]=[CH:33][C:32]([O:35][C:36]([F:39])([F:38])[F:37])=[CH:31][CH:30]=3)[N:25]=2)=[CH:20][CH:19]=1)=[C:16]=[S:17]>>[OH:4][CH2:3][CH:2]([NH:1][C:16]([NH:15][C:18]1[CH:19]=[CH:20][C:21]([C:24]2[N:28]=[CH:27][N:26]([C:29]3[CH:34]=[CH:33][C:32]([O:35][C:36]([F:39])([F:37])[F:38])=[CH:31][CH:30]=3)[N:25]=2)=[CH:22][CH:23]=1)=[S:17])[C:5]1[CH:6]=[CH:7][C:8]([C:11]([F:12])([F:13])[F:14])=[CH:9][CH:10]=1. Procedure details: The title compound was prepared with 2-amino-2-(4-(trifluoromethyl)phenyl)ethanol and 3-(4-isothiocyanato-phenyl)-1-(4-trifluoromethoxy-phenyl)-1H-1,2,4-triazole and isolated as an off-white solid (0.250 g, 53%): ESIMS m/z 568 ([M+H]+). RXN SMILES: [Al+3:16].[CH3:21][c:22]1[cH:23][cH:24][cH:25][cH:26][cH:27]1.[CH3:28][CH2:29][O:30][C:31](=[O:32])[CH3:33].[H-:15].[H-:18].[H-:19].[H-:20].[Li+:17].[NH2:1][CH:2]([C:3](=[O:4])[N:5]([CH3:6])[CH3:7])[CH2:8][c:9]1[cH:10][cH:11][cH:12][cH:13][cH:14]1.[O:34]1[CH2:35][CH2:36][CH2:37][CH2:38]1>>[NH2:1][CH:2]([CH2:3][N:5]([CH3:6])[CH3:7])[CH2:8][c:9]1[cH:10][cH:11][cH:12][cH:13][cH:14]1. Starting materials: [Al+3], Cc1ccccc1, CCOC(C)=O, [H-], [H-], [H-], [H-], [Li+], CN(C)C(=O)C(N)Cc1ccccc1, C1CCOC1. The product is CN(C)CC(N)Cc1ccccc1.